From a dataset of the Open Reaction Database (ORD), a public repository of structured organic reaction records. describe an organic reaction: reactants, conditions, products, and yield Reactants: O1C2=C(OCCC1)C=C(C=C2)C2=NC1=CC=C(C=C1N=C2N(C)C(C)C)C(=O)OC (methyl 2-(3,4-dihydro-2H-benzo[b][1,4]dioxepin-7-yl)-3-(isopropyl(methyl)amino)quinoxaline-6-carboxylate), [OH-].[Na+] (sodium hydroxide). Solvent: CO (methanol), O (water). Reaction conditions: time 8 hour. Product: O1C2=C(OCCC1)C=C(C=C2)C2=NC1=CC=C(C=C1N=C2N(C)C(C)C)C(=O)O (2-(3,4-dihydro-2H-benzo[b][1,4]dioxepin-7-yl)-3-(isopropyl(methyl)amino)quinoxaline-6-carboxylic acid). Yield: 89.7%. RXN SMILES: [O:1]1[CH2:7][CH2:6][CH2:5][O:4][C:3]2[CH:8]=[C:9]([C:12]3[C:21]([N:22]([CH:24]([CH3:26])[CH3:25])[CH3:23])=[N:20][C:19]4[C:14](=[CH:15][CH:16]=[C:17]([C:27]([O:29]C)=[O:28])[CH:18]=4)[N:13]=3)[CH:10]=[CH:11][C:2]1=2.[OH-].[Na+]>CO.O>[O:1]1[CH2:7][CH2:6][CH2:5][O:4][C:3]2[CH:8]=[C:9]([C:12]3[C:21]([N:22]([CH:24]([CH3:26])[CH3:25])[CH3:23])=[N:20][C:19]4[C:14](=[CH:15][CH:16]=[C:17]([C:27]([OH:29])=[O:28])[CH:18]=4)[N:13]=3)[CH:10]=[CH:11][C:2]1=2 |f:1.2|. Reported procedure: To a solution of methyl 2-(3,4-dihydro-2H-benzo[b][1,4]dioxepin-7-yl)-3-(isopropyl(methyl)amino)quinoxaline-6-carboxylate (140.0 mg, 0.34 mmol) in methanol (30 mL) and water (1 mL) was added sodium hydroxide (42.0 mg, 1.03 mmol) with stirring overnight at room temperature. The reaction mixture was concentrated under vacuum, dissolved in water (30 mL) and adjusted to pH 5 with HCl (3N). The solids were collected by filtration to afford 2-(3,4-dihydro-2H-benzo[b][1,4]dioxepin-7-yl)-3-(isopropyl(me... Starting materials: C(C)(C)(C)OC(NC(CC1=CC=CC=C1)C1=NC(=NO1)C)=O ([1-(3-methyl-[1,2,4]oxadiazol-5-yl)-2-phenylethyl]carbamic acid tertbutyl ester), Cl (hydrogen chloride). The solvent is C(C)(=O)OCC (ethyl acetate). The product is Cl.CC1=NOC(=N1)C(CC1=CC=CC=C1)N (1-(3-Methyl-[1,2,4]oxadiazol-5-yl)-2-phenylethylamine hydrochloride). As a reaction SMILES: C(OC(=O)[NH:7][CH:8]([C:16]1[O:20][N:19]=[C:18]([CH3:21])[N:17]=1)[CH2:9][C:10]1[CH:15]=[CH:14][CH:13]=[CH:12][CH:11]=1)(C)(C)C.[ClH:23]>C(OCC)(=O)C>[ClH:23].[CH3:21][C:18]1[N:17]=[C:16]([CH:8]([NH2:7])[CH2:9][C:10]2[CH:15]=[CH:14][CH:13]=[CH:12][CH:11]=2)[O:20][N:19]=1 |f:3.4|. Procedure: [1-(3-methyl-[1,2,4]oxadiazol-5-yl)-2-phenylethyl]carbamic acid tertbutyl ester (2.4 g, 7.9 mmol) was dissolved in a saturated solution of hydrogen chloride in ethyl acetate (40 ml). After 5 h at 20° C. the reaction mixture was concentrated in vacuo. The residue was crystallized from ethyl acetate to give 2.05 g of (R) 1-(3-methyl-[1,2,4]oxadiazol-5-yl)-2-phenylethylamine hydrochloride. Starting materials: CN1CCN(Cc2ccc(N)cc2C(F)(F)F)CC1, O=C(O)Cc1ccc(-n2cnc3cccnc32)cc1Cl. The product is CN1CCN(Cc2ccc(NC(=O)Cc3ccc(-n4cnc5cccnc54)cc3Cl)cc2C(F)(F)F)CC1. Reaction SMILES: [CH3:21][N:22]1[CH2:23][CH2:24][N:25]([CH2:28][c:29]2[c:30]([C:36]([F:37])([F:38])[F:39])[cH:31][c:32]([NH2:35])[cH:33][cH:34]2)[CH2:26][CH2:27]1.[Cl:1][c:2]1[c:3]([CH2:17][C:18](=[O:19])[OH:20])[cH:4][cH:5][c:6](-[n:8]2[cH:9][n:10][c:11]3[c:12]2[n:13][cH:14][cH:15][cH:16]3)[cH:7]1>>[Cl:1][c:2]1[c:3]([CH2:17][C:18](=[O:20])[NH:35][c:32]2[cH:31][c:30]([C:36]([F:37])([F:38])[F:39])[c:29]([CH2:28][N:25]3[CH2:24][CH2:23][N:22]([CH3:21])[CH2:27][CH2:26]3)[cH:34][cH:33]2)[cH:4][cH:5][c:6](-[n:8]2[cH:9][n:10][c:11]3[c:12]2[n:13][cH:14][cH:15][cH:16]3)[cH:7]1. Starting materials: Cc1ccccc1, O, NC(=O)c1sc2ccsc2c1O, O=CC(c1ccccc1)c1ccccc1, Cc1ccc(S(=O)(=O)O)cc1. The product is O=C(NC=C(c1ccccc1)c1ccccc1)c1sc2ccsc2c1O. Reaction SMILES: [CH3:40][c:41]1[cH:42][cH:43][cH:44][cH:45][cH:46]1.[OH2:28].[OH:1][c:2]1[c:3]2[c:4]([s:5][c:6]1[C:7](=[O:8])[NH2:9])[cH:10][cH:11][s:12]2.[c:13]1([CH:19]([CH:20]=[O:21])[c:22]2[cH:23][cH:24][cH:25][cH:26][cH:27]2)[cH:14][cH:15][cH:16][cH:17][cH:18]1.[c:29]1([CH3:30])[cH:31][cH:32][c:33]([S:34]([OH:35])(=[O:36])=[O:37])[cH:38][cH:39]1>>[OH:1][c:2]1[c:3]2[c:4]([s:5][c:6]1[C:7](=[O:8])[NH:9][CH:20]=[C:19]([c:13]1[cH:14][cH:15][cH:16][cH:17][cH:18]1)[c:22]1[cH:23][cH:24][cH:25][cH:26][cH:27]1)[cH:10][cH:11][s:12]2. The reactants are COC(=O)C(O)CN1CC(O[Si](C)(C)C(C)(C)C)C1, C[Al](C)C, Cc1ccccc1, CCOC(C)=O, Nc1ccc(F)cn1. As a reaction SMILES: [C:13]([CH3:14])([CH3:15])([CH3:16])[Si:17]([O:18][CH:19]1[CH2:20][N:21]([CH2:23][CH:24]([C:25](=[O:26])[O:27][CH3:28])[OH:29])[CH2:22]1)([CH3:30])[CH3:31].[CH3:1][Al:2]([CH3:3])[CH3:4].[CH3:32][c:33]1[cH:34][cH:35][cH:36][cH:37][cH:38]1.[CH3:39][CH2:40][O:41][C:42](=[O:43])[CH3:44].[F:5][c:6]1[cH:7][cH:8][c:9]([NH2:12])[n:10][cH:11]1>>[F:5][c:6]1[cH:7][cH:8][c:9]([NH:12][C:25]([CH:24]([CH2:23][N:21]2[CH2:20][CH:19]([O:18][Si:17]([C:13]([CH3:14])([CH3:15])[CH3:16])([CH3:30])[CH3:31])[CH2:22]2)[OH:29])=[O:26])[n:10][cH:11]1. Yields the product CC(C)(C)[Si](C)(C)OC1CN(CC(O)C(=O)Nc2ccc(F)cn2)C1. The reactants are COC=1C=2N(C=CC1)N=C(N2)C2(CC2)CNC(C(C)C)=O (N-[1-(8-Methoxy-[1,2,4]triazolo[1,5-a]pyridin-2-yl)-cyclopropylmethyl]-isobutyramide), IN1C(CCC1=O)=O (N-iodosuccinimide), [O-]S(=O)(=S)[O-].[Na+].[Na+] (Na2S2O3), B(F)(F)F (BF3). The solvent is C(=O)(O)[O-].[Na+] (NaHCO3). Conditions: time 3 hour. Product: IC1=CC=C(C=2N1N=C(N2)C2(CC2)CNC(C(C)C)=O)OC (N-[1-(5-Iodo-8-methoxy-[1,2,4]triazolo[1,5-a]pyridin-2-yl)-cyclopropylmethyl]-isobutyramide). As a reaction SMILES: [CH3:1][O:2][C:3]1[C:4]2[N:5]([N:9]=[C:10]([C:12]3([CH2:15][NH:16][C:17](=[O:21])[CH:18]([CH3:20])[CH3:19])[CH2:14][CH2:13]3)[N:11]=2)[CH:6]=[CH:7][CH:8]=1.[I:22]N1C(=O)CCC1=O.B(F)(F)F.[O-]S([O-])(=S)=O.[Na+].[Na+]>C([O-])(O)=O.[Na+]>[I:22][C:6]1[N:5]2[N:9]=[C:10]([C:12]3([CH2:15][NH:16][C:17](=[O:21])[CH:18]([CH3:19])[CH3:20])[CH2:13][CH2:14]3)[N:11]=[C:4]2[C:3]([O:2][CH3:1])=[CH:8][CH:7]=1 |f:3.4.5,6.7|. Procedure: Under an argon atmosphere N-[1-(8-Methoxy-[1,2,4]triazolo[1,5-a]pyridin-2-yl)-cyclopropylmethyl]-isobutyramide (0.063 g, 0.22 mmol) was mixed with N-iodosuccinimide (0.15 g, 0.65 mmol). BF3*2H2O (0.47 mL, 7.4 mmol) was added at 0° C. The dark suspension was stirred at rt for 3 h after which it was poured onto a 1:1 solution of saturated Na2S2O3 and saturated NaHCO3 (20 mL). The aqueous phase was extracted with DCM (×2) and the combined organic phases were washed with brine, dried over Na2SO4, fi... The reactants are COCC=1C=C(C(=NC1)C(=O)OC)C(=O)OC (dimethyl 5-(methoxymethyl)-2,3-pyridinedicarboxylate), [OH-].[Na+] (sodium hydroxide). Solvent: O (water). Reaction conditions: temperature 100 celsius. Product: COCC=1C=C(C(=NC1)C(=O)O)C(=O)O (5-(methoxymethyl)-2,3-pyridinedicarboxylic acid). The yield is 83.9%. RXN SMILES: [CH3:1][O:2][CH2:3][C:4]1[CH:5]=[C:6]([C:14]([O:16]C)=[O:15])[C:7]([C:10]([O:12]C)=[O:11])=[N:8][CH:9]=1.[OH-].[Na+]>O>[CH3:1][O:2][CH2:3][C:4]1[CH:5]=[C:6]([C:14]([OH:16])=[O:15])[C:7]([C:10]([OH:12])=[O:11])=[N:8][CH:9]=1 |f:1.2|. Reported procedure: A mixture of dimethyl 5-(methoxymethyl)-2,3-pyridinedicarboxylate (60.0 g, 0.25 mol) and 50% sodium hydroxide solution (50.0 g, 0.63 mol) in water is heated at 90-110° C. for 2 hours under nitrogen while distilling off methanol and water. The reaction mixture is cooled to 10° C., treated with sulfuric acid to adjust the pH to 2.0 and filtered to obtain a solid. The solid is washed with water and vacuum dried to give the title product as a white solid (44.3 g, mp 161-162° C.). The reactants are Cc1ccc(S(=O)(=O)OCCCc2cn(C)c3c(-c4noc(-c5ccc(OC(C)C)c(Cl)c5)n4)cccc23)cc1, [H-], [Na+], CN(C)C=O, CCOC(=O)CO. Yields the product CCOC(=O)COCCCc1cn(C)c2c(-c3noc(-c4ccc(OC(C)C)c(Cl)c4)n3)cccc12. As a reaction SMILES: [CH3:10][c:11]1[cH:12][cH:13][c:14]([S:15]([O:16][CH2:21][CH2:22][CH2:23][c:24]2[cH:25][n:26]([CH3:49])[c:27]3[c:28](-[c:33]4[n:34][o:35][c:36](-[c:38]5[cH:39][c:40]([Cl:48])[c:41]([O:44][CH:45]([CH3:46])[CH3:47])[cH:42][cH:43]5)[n:37]4)[cH:29][cH:30][cH:31][c:32]23)(=[O:17])=[O:18])[cH:19][cH:20]1.[H-:9].[Na+:8].[O:50]=[CH:51][N:52]([CH3:53])[CH3:54].[OH:1][CH2:2][C:3](=[O:4])[O:5][CH2:6][CH3:7]>>[O:1]([CH2:2][C:3](=[O:4])[O:5][CH2:6][CH3:7])[CH2:21][CH2:22][CH2:23][c:24]1[cH:25][n:26]([CH3:49])[c:27]2[c:28](-[c:33]3[n:34][o:35][c:36](-[c:38]4[cH:39][c:40]([Cl:48])[c:41]([O:44][CH:45]([CH3:46])[CH3:47])[cH:42][cH:43]4)[n:37]3)[cH:29][cH:30][cH:31][c:32]12.